From a dataset of the Open Reaction Database (ORD), a public repository of structured organic reaction records. describe an organic reaction: reactants, conditions, products, and yield The reactants are CNC(=O)C=1C=CC(=NC1)OC1=CC2=C(CCN(CC2)C(=O)OC(C)(C)C)C=C1 (1,1-Dimethylethyl 7-({5-[(methylamino)carbonyl]-2-pyridinyl}oxy)-1,2,4,5-tetrahydro-3H-3-benzazepine-3-carboxylate), Cl (hydrogen chloride). Solvent: O1CCOCC1 (dioxane), O1CCOCC1 (dioxane). Reaction conditions: time 6 hour. The product is CNC(=O)C=1C=NC(=CC1)OC1=CC2=C(CCNCC2)C=C1 (N-Methyl-6-(2,3,4,5-tetrahydro-1H-3-benzazepin-7-yloxy)-3-pyridinecarboxamide). RXN SMILES: [CH3:1][NH:2][C:3]([C:5]1[CH:6]=[CH:7][C:8]([O:11][C:12]2[CH:29]=[CH:28][C:15]3[CH2:16][CH2:17][N:18](C(OC(C)(C)C)=O)[CH2:19][CH2:20][C:14]=3[CH:13]=2)=[N:9][CH:10]=1)=[O:4].Cl>O1CCOCC1>[CH3:1][NH:2][C:3]([C:5]1[CH:10]=[N:9][C:8]([O:11][C:12]2[CH:29]=[CH:28][C:15]3[CH2:16][CH2:17][NH:18][CH2:19][CH2:20][C:14]=3[CH:13]=2)=[CH:7][CH:6]=1)=[O:4]. Procedure: 1,1-Dimethylethyl 7-({5-[(methylamino)carbonyl]-2-pyridinyl}oxy)-1,2,4,5-tetrahydro-3H-3-benzazepine-3-carboxylate (D39) (3.98 g, 10 mmol) was dissolved in dioxane (40 ml) and treated with a solution of 4M hydrogen chloride in dioxane (35 ml). The reaction mixture was allowed to stir at room temperature for 6 hours and then concentrated in vacuo to afford the title compound (D40); MS (ES+) m/e 298 [M+H]+. Starting materials: [OH-].[Li+] (Lithium hydroxide), ClC1=C(C=CC(=C1)Cl)S(=O)(=O)N1C(C(NCC1)=O)CC(=O)OCC (ethyl 2-(1-(2,4-dichlorophenylsulfonyl)-3-oxopiperazin-2-yl)acetate). Solvent: CO (methanol), O (water). Conditions: time 16 hour. The product is ClC1=C(C=CC(=C1)Cl)S(=O)(=O)N1C(C(NCC1)=O)CC(=O)O (2-(1-(2,4-Dichlorophenylsulfonyl)-3-oxopiperazin-2-yl)acetic acid). Reaction SMILES: [OH-].[Li+].[Cl:3][C:4]1[CH:9]=[C:8]([Cl:10])[CH:7]=[CH:6][C:5]=1[S:11]([N:14]1[CH2:19][CH2:18][NH:17][C:16](=[O:20])[CH:15]1[CH2:21][C:22]([O:24]CC)=[O:23])(=[O:13])=[O:12]>CO.O>[Cl:3][C:4]1[CH:9]=[C:8]([Cl:10])[CH:7]=[CH:6][C:5]=1[S:11]([N:14]1[CH2:19][CH2:18][NH:17][C:16](=[O:20])[CH:15]1[CH2:21][C:22]([OH:24])=[O:23])(=[O:13])=[O:12] |f:0.1|. Procedure details: Lithium hydroxide (0.92 mg, 21.9 mmol) was added to a cooled solution of ethyl 2-(1-(2,4-dichlorophenylsulfonyl)-3-oxopiperazin-2-yl)acetate (2.7 g, 7.3 mmol) in methanol (25 ml) and water (6 ml), and stirring was carried out for 16 h at room temperature (TLC monitoring). The solvent was removed using a rotary evaporator and the residue was taken up in water. The aqueous phase was washed with diethyl ether and acidified with HCl, and the product was extracted with ethyl acetate. The organic phas... Starting materials: ice water, [OH-].[K+] (Potassium hydroxide), P(=O)(Cl)(Cl)Cl (phosphorus oxychloride), CN(C=O)C (Dimethylformamide), CC=1NC=C(C1C1=CC=C(C(=O)O)C=C1)C (4-(2,4-Dimethyl-1H-pyrrol-3-yl)-benzoic acid). Run in ClCCl (dichloromethane), O (Water), C(C)(=O)OCC.CCCCCC.C(C)(=O)O (ethyl acetate hexane acetic acid), ClCCl (dichloromethane). Run at temperature 5 celsius. Yields the product C(=O)C1=C(C(=C(N1)C)C1=CC=C(C(=O)O)C=C1)C (4-(5-formyl-2,4-dimethyl-1H-pyrrol-3-yl)-benzoic acid). Isolated yield 44.6%. RXN SMILES: CN(C)[CH:3]=[O:4].P(Cl)(Cl)(Cl)=O.[CH3:11][C:12]1[NH:13][CH:14]=[C:15]([CH3:26])[C:16]=1[C:17]1[CH:25]=[CH:24][C:20]([C:21]([OH:23])=[O:22])=[CH:19][CH:18]=1.[OH-].[K+]>ClCCl.O.C(OCC)(=O)C.CCCCCC.C(O)(=O)C>[CH:3]([C:14]1[NH:13][C:12]([CH3:11])=[C:16]([C:17]2[CH:25]=[CH:24][C:20]([C:21]([OH:23])=[O:22])=[CH:19][CH:18]=2)[C:15]=1[CH3:26])=[O:4] |f:3.4,7.8.9|. Reported procedure: Dimethylformamide (7.5 g) and 45 mL of dichloromethane were cooled to 6° C. and 7.3 mL of phosphorus oxychloride were added with stirring. 4-(2,4-Dimethyl-1H-pyrrol-3-yl)-benzoic acid (11.1 g) was slowly added. The mixture was refluxed for 30 minutes. Thin layer chromatography (ethyl acetate:hexane:acetic acid 4:6:0.5) showed no starting material at Rf 0.5 and a new spot at the origin. The mixture was cooled to 5° C. and 50 mL of ice water were added. Potassium hydroxide (9 N, 60 mL total) was s... Reactants: CN(CCCCO)C (4-(Dimethylamino)butanol), S(=O)(Cl)Cl (thionyl chloride). Run in C(C)O (ethanol). Conditions: time 1 hour. Product: Cl.ClCCCCN(C)C (1-chloro-4-(dimethylamino)butane hydrochloride). Yield: 170.2%. RXN SMILES: [CH3:1][N:2]([CH3:8])[CH2:3][CH2:4][CH2:5][CH2:6]O.S(Cl)([Cl:11])=O>C(O)C>[ClH:11].[Cl:11][CH2:6][CH2:5][CH2:4][CH2:3][N:2]([CH3:8])[CH3:1] |f:3.4|. Reported procedure: 4-(Dimethylamino)butanol (88.5g) was added dropwise at 0° C. over 2 hours to stirred thionyl chloride (93.4 g) then the mixture was stirred at ambient temperature for 1 hour and poured into ethanol (500 ml). The stirred solution was heated under reflux for 10 minutes, then the solvent was removed in vacuo. The solid residue crystallised from ethanol as a white solid which was collected by filtration, washed with ethanol, and dried in vacuo at ambient temperature for 24 hours to give 1-chloro-4-(... Run in O (water). As a reaction SMILES: [C:1]12([NH:11][C:12]([NH:14][S:15]([C:18]3[CH:23]=[CH:22][C:21]([NH:24]C(=O)C)=[CH:20][CH:19]=3)(=[O:17])=[O:16])=[S:13])[CH2:10][CH:5]3[CH2:6][CH:7]([CH2:9][CH:3]([CH2:4]3)[CH2:2]1)[CH2:8]2.[OH-].[Na+].Cl.NC1C=CC=CC=1S(NC(N)=S)(=O)=O>O>[C:1]12([NH:11][C:12]([NH:14][S:15]([C:18]3[CH:23]=[CH:22][C:21]([NH2:24])=[CH:20][CH:19]=3)(=[O:17])=[O:16])=[S:13])[CH2:10][CH:5]3[CH2:6][CH:7]([CH2:9][CH:3]([CH2:4]3)[CH2:2]1)[CH2:8]2 |f:1.2|. Yields the product C12(CC3CC(CC(C1)C3)C2)NC(=S)NS(=O)(=O)C2=CC=C(C=C2)N (1-Adamantyl-3-(4-aminophenylsulfonyl)thiourea). Reported procedure: A suspension of 28.25 g. (0.070 mol) of 1-adamantyl-3-(4-acetamidophenylsulfonyl)thiourea and 28 g. (0.70 mol) of sodium hydroxide in 500 ml. of water was refluxed for 1 hour. On cooling, the pH of the mixture was adjusted to 1 by dropwise addition of 6 N hydrochloric acid and the precipitate was recrystallized from methanol-water to give 20.8 g. (83%) of the (aminophenylsulfonyl)thiourea, m.p. 176°-179°. The reactants are C12(CC3CC(CC(C1)C3)C2)NC(=S)NS(=O)(=O)C2=CC=C(C=C2)NC(C)=O (1-adamantyl-3-(4-acetamidophenylsulfonyl)thiourea), NC1=C(C=CC=C1)S(=O)(=O)NC(=S)N ((aminophenylsulfonyl)thiourea), [OH-].[Na+] (sodium hydroxide), Cl (hydrochloric acid). Reactants: [N+](=O)([O-])C1=C2C=CC(=NC2=CC=C1)Cl (5-nitro-2-chloroquinoline), FC1=CC=C(C=C1)S(=O)(=O)Cl (4-fluorobenzenesulfonyl chloride), COC1=CC=C2CCC(C2=C1)N (6-methoxyindan-1-ylamine). Yields the product FC1=CC=C(C=C1)S(=O)(=O)NC1=C2C=CC(=NC2=CC=C1)NC1CCC2=CC=C(C=C12)OC (rac-4-Fluoro-N-[2-(6-methoxy-indan-1-ylamino)-quinolin-5-yl]-benzenesulfonamide). As a reaction SMILES: [N+:1]([C:4]1[CH:13]=[CH:12][CH:11]=[C:10]2[C:5]=1[CH:6]=[CH:7][C:8](Cl)=[N:9]2)([O-])=O.[F:15][C:16]1[CH:21]=[CH:20][C:19]([S:22](Cl)(=[O:24])=[O:23])=[CH:18][CH:17]=1.[CH3:26][O:27][C:28]1[CH:36]=[C:35]2[C:31]([CH2:32][CH2:33][CH:34]2[NH2:37])=[CH:30][CH:29]=1>>[F:15][C:16]1[CH:21]=[CH:20][C:19]([S:22]([NH:1][C:4]2[CH:13]=[CH:12][CH:11]=[C:10]3[C:5]=2[CH:6]=[CH:7][C:8]([NH:37][CH:34]2[C:35]4[C:31](=[CH:30][CH:29]=[C:28]([O:27][CH3:26])[CH:36]=4)[CH2:32][CH2:33]2)=[N:9]3)(=[O:24])=[O:23])=[CH:18][CH:17]=1. Procedure: The title compound, MS: m/e=464.1 (M+H+), was prepared in accordance with the general method of example 13 from 5-nitro-2-chloroquinoline, 4-fluorobenzenesulfonyl chloride and 6-methoxyindan-1-ylamine (CAS 103028-81-5). The product is CC1Cc2cccc(-c3cc(C(F)(F)F)cc(C(F)(F)F)c3)c2C1=O. Starting materials: CC1Cc2cccc(Br)c2C1=O, CC(=O)[O-], CC(=O)[O-], COCCOC, OB(O)c1cc(C(F)(F)F)cc(C(F)(F)F)c1, [Na+], [Na+], O=C([O-])[O-], O, [Pd+2], c1ccc(P(c2ccccc2)c2ccccc2)cc1. Reaction SMILES: [Br:1][c:2]1[cH:3][cH:4][cH:5][c:6]2[c:10]1[C:9](=[O:11])[CH:8]([CH3:12])[CH2:7]2.[C:61]([O-:62])(=[O:63])[CH3:64].[C:66]([O-:67])(=[O:68])[CH3:69].[CH2:55]([CH2:56][O:57][CH3:58])[O:59][CH3:60].[F:13][C:14]([c:15]1[cH:16][c:17]([B:25]([OH:26])[OH:27])[cH:18][c:19]([C:21]([F:22])([F:23])[F:24])[cH:20]1)([F:28])[F:29].[Na+:30].[Na+:31].[O-:32][C:33](=[O:34])[O-:35].[OH2:70].[Pd+2:65].[c:36]1([P:37]([c:38]2[cH:39][cH:40][cH:41][cH:42][cH:43]2)[c:44]2[cH:45][cH:46][cH:47][cH:48][cH:49]2)[cH:50][cH:51][cH:52][cH:53][cH:54]1>>[c:2]1(-[c:17]2[cH:16][c:15]([C:14]([F:13])([F:28])[F:29])[cH:20][c:19]([C:21]([F:22])([F:23])[F:24])[cH:18]2)[cH:3][cH:4][cH:5][c:6]2[c:10]1[C:9](=[O:11])[CH:8]([CH3:12])[CH2:7]2.